Dataset: the Open Reaction Database (ORD), a public repository of structured organic reaction records. Task: describe an organic reaction: reactants, conditions, products, and yield Yields the product OC1=CC=C2C(C(=CN(C2=C1)C)C(=O)O)=O (1,4-DIHYDRO-7-HYDROXY-1-METHYL-4-QUINOLONE-3-CARBOXYLIC ACID). The reactants are COC1=CC=C2C(C(=CN(C2=C1)C)C(=O)O)=O (1,4-dihydro-7-methoxy-1-methyl-4-quinolone-3-carboxylic acid), Br (hydrobromic acid). Run in O (water). Reaction SMILES: C[O:2][C:3]1[CH:12]=[C:11]2[C:6]([C:7](=[O:17])[C:8]([C:14]([OH:16])=[O:15])=[CH:9][N:10]2[CH3:13])=[CH:5][CH:4]=1.Br>O>[OH:2][C:3]1[CH:12]=[C:11]2[C:6]([C:7](=[O:17])[C:8]([C:14]([OH:16])=[O:15])=[CH:9][N:10]2[CH3:13])=[CH:5][CH:4]=1. Procedure: 5.83 g. (25 mmol) of 1,4-dihydro-7-methoxy-1-methyl-4-quinolone-3-carboxylic acid is refluxed for 4 hours with 65 ml. of hydrobromic acid. The mixture is poured into water; the solid product is filtered off and recrystallized from acetic acid. Starting materials: ICC=1CS[C@H]2N(C1C(=O)OC(C1=CC=CC=C1)C1=CC=CC=C1)C([C@H]2NC(C(C=2N=C(SC2)NC(C2=CC=CC=C2)(C2=CC=CC=C2)C2=CC=CC=C2)=NOC)=O)=O (benzhydryl 3-iodomethyl-7β-[2-metoxyimino-2-( 2-tritylaminothiazol-4-yl)acetamido]-3-cephem-4-carboxylate), CN(C=O)C (N,N-dimethylformamide), C(C)(=O)OC(C)=O (acetic anhydride), N1=CC=CC=C1 (pyridine), OC=1C=C(C=CC1O)C1=NN=C(S1)S (5-(3,4-dihydroxyphenyl)-2-mercapto-1,3,4-thiadiazole). Run at time 2 hour. Yields the product C(C)(=O)OC=1C=C(C=CC1OC(C)=O)C1=NN=C(S1)SCC=1CS[C@H]2N(C1C(=O)OC(C1=CC=CC=C1)C1=CC=CC=C1)C([C@H]2NC(C(C=2N=C(SC2)NC(C2=CC=CC=C2)(C2=CC=CC=C2)C2=CC=CC=C2)=NOC)=O)=O (benzhydryl 3-[5-(3,4-diacetoxyphenyl)-1,3, 4-thiadiazol-2-yl]thiomethyl-7β-[2-methoxyimino-2-(2-tritylaminothiazol-4-yl) acetamido]-3-cephem-4-carboxylate). The yield is 60.0%. As a reaction SMILES: I[CH2:2][C:3]1[CH2:4][S:5][C@@H:6]2[C@H:26]([NH:27][C:28](=[O:58])[C:29](=[N:55][O:56][CH3:57])[C:30]3[N:31]=[C:32]([NH:35][C:36]([C:49]4[CH:54]=[CH:53][CH:52]=[CH:51][CH:50]=4)([C:43]4[CH:48]=[CH:47][CH:46]=[CH:45][CH:44]=4)[C:37]4[CH:42]=[CH:41][CH:40]=[CH:39][CH:38]=4)[S:33][CH:34]=3)[C:25](=[O:59])[N:7]2[C:8]=1[C:9]([O:11][CH:12]([C:19]1[CH:24]=[CH:23][CH:22]=[CH:21][CH:20]=1)[C:13]1[CH:18]=[CH:17][CH:16]=[CH:15][CH:14]=1)=[O:10].[OH:60][C:61]1[CH:62]=[C:63]([C:68]2[S:72][C:71]([SH:73])=[N:70][N:69]=2)[CH:64]=[CH:65][C:66]=1[OH:67].[C:74](OC(=O)C)(=[O:76])[CH3:75].N1[CH:86]=[CH:85]C=CC=1.CN(C)C=[O:90]>>[C:74]([O:60][C:61]1[CH:62]=[C:63]([C:68]2[S:72][C:71]([S:73][CH2:2][C:3]3[CH2:4][S:5][C@@H:6]4[C@H:26]([NH:27][C:28](=[O:58])[C:29](=[N:55][O:56][CH3:57])[C:30]5[N:31]=[C:32]([NH:35][C:36]([C:49]6[CH:54]=[CH:53][CH:52]=[CH:51][CH:50]=6)([C:43]6[CH:48]=[CH:47][CH:46]=[CH:45][CH:44]=6)[C:37]6[CH:42]=[CH:41][CH:40]=[CH:39][CH:38]=6)[S:33][CH:34]=5)[C:25](=[O:59])[N:7]4[C:8]=3[C:9]([O:11][CH:12]([C:19]3[CH:24]=[CH:23][CH:22]=[CH:21][CH:20]=3)[C:13]3[CH:18]=[CH:17][CH:16]=[CH:15][CH:14]=3)=[O:10])=[N:70][N:69]=2)[CH:64]=[CH:65][C:66]=1[O:67][C:85](=[O:90])[CH3:86])(=[O:76])[CH3:75]. Reported procedure: 1.0 g (1.09 mmol) of benzhydryl 3-iodomethyl-7β-[2-metoxyimino-2-( 2-tritylaminothiazol-4-yl)acetamido]-3-cephem-4-carboxylate (syn-isomer) was dissolved in 10.0 ml of N,N-dimethylformamide, and 0.30 g (1.33 mmol) of 5-(3,4-dihydroxyphenyl)-2-mercapto-1,3,4-thiadiazole was added thereto. The mixture was stirred at room temperature for 2 hours. To the reaction solution 1.0 ml of acetic anhydride and 0.8 ml of pyridine were added and stirred at room temperature for 1 hour. The solvent was distille... Yields the product CN1CC(Oc2ccc(Nc3cc(Br)cn(C)c3=O)nc2)C1. Reaction SMILES: [C:25]([BH3-:26])#[N:27].[CH2:22]=[O:23].[CH3:29][OH:30].[Cl-:31].[Cl-:33].[NH:1]1[CH2:2][CH:3]([O:5][c:6]2[cH:7][cH:8][c:9]([NH:12][c:13]3[c:14](=[O:21])[n:15]([CH3:20])[cH:16][c:17]([Br:19])[cH:18]3)[n:10][cH:11]2)[CH2:4]1.[Na+:28].[OH2:24].[Zn+2:32]>>[N:1]1([CH3:25])[CH2:2][CH:3]([O:5][c:6]2[cH:7][cH:8][c:9]([NH:12][c:13]3[c:14](=[O:21])[n:15]([CH3:20])[cH:16][c:17]([Br:19])[cH:18]3)[n:10][cH:11]2)[CH2:4]1. Starting materials: [BH3-]C#N, C=O, CO, [Cl-], [Cl-], Cn1cc(Br)cc(Nc2ccc(OC3CNC3)cn2)c1=O, [Na+], O, [Zn+2]. Starting materials: C1CCNCC1, CCO, O=Cc1cc2cc(OCCN3CCCC3)ccc2[nH]1, O=C1Cc2cc(-c3ccccc3)ccc2N1. The product is O=C1Nc2ccc(-c3ccccc3)cc2C1=Cc1cc2cc(OCCN3CCCC3)ccc2[nH]1. Reaction SMILES: [CH2:36]1[CH2:37][CH2:38][NH:39][CH2:40][CH2:41]1.[CH3:42][CH2:43][OH:44].[N:17]1([CH2:22][CH2:23][O:24][c:25]2[cH:26][c:27]3[cH:28][c:29]([CH:34]=[O:35])[nH:30][c:31]3[cH:32][cH:33]2)[CH2:18][CH2:19][CH2:20][CH2:21]1.[c:1]1(-[c:7]2[cH:8][c:9]3[c:13]([cH:14][cH:15]2)[NH:12][C:11](=[O:16])[CH2:10]3)[cH:2][cH:3][cH:4][cH:5][cH:6]1>>[c:1]1(-[c:7]2[cH:8][c:9]3[c:13]([cH:14][cH:15]2)[NH:12][C:11](=[O:16])[C:10]3=[CH:34][c:29]2[cH:28][c:27]3[cH:26][c:25]([O:24][CH2:23][CH2:22][N:17]4[CH2:18][CH2:19][CH2:20][CH2:21]4)[cH:33][cH:32][c:31]3[nH:30]2)[cH:2][cH:3][cH:4][cH:5][cH:6]1. Reactants: C(C)(C)(C)OC(NCC1=NC=C(C2=CC(=C(C=C12)OC)OC)NC=1SC=C(N1)C1=CC=CC=C1)=O ([6,7-Dimethoxy-4-(4-phenyl-thiazol-2-ylamino)isoquinolin-1-ylmethyl]carbamic acid tert-butyl ester), Cl (HCl). Run in C(Cl)Cl (CH2Cl2), O1CCOCC1 (dioxane). Reaction conditions: time 21 hour. Yields the product Cl.NCC1=NC=C(C2=CC(=C(C=C12)OC)OC)NC=1SC=C(N1)C1=CC=CC=C1 ((1-aminomethyl-6,7-dimethoxy-isoquinolin-4-yl)-(4-phenyl-thiazol-2-yl)amine hydrochloride salt). Isolated yield 71.0%. As a reaction SMILES: C(OC(=O)[NH:7][CH2:8][C:9]1[C:18]2[C:13](=[CH:14][C:15]([O:21][CH3:22])=[C:16]([O:19][CH3:20])[CH:17]=2)[C:12]([NH:23][C:24]2[S:25][CH:26]=[C:27]([C:29]3[CH:34]=[CH:33][CH:32]=[CH:31][CH:30]=3)[N:28]=2)=[CH:11][N:10]=1)(C)(C)C.[ClH:36]>C(Cl)Cl.O1CCOCC1>[ClH:36].[NH2:7][CH2:8][C:9]1[C:18]2[C:13](=[CH:14][C:15]([O:21][CH3:22])=[C:16]([O:19][CH3:20])[CH:17]=2)[C:12]([NH:23][C:24]2[S:25][CH:26]=[C:27]([C:29]3[CH:34]=[CH:33][CH:32]=[CH:31][CH:30]=3)[N:28]=2)=[CH:11][N:10]=1 |f:4.5|. Reported procedure: [6,7-Dimethoxy-4-(4-phenyl-thiazol-2-ylamino)isoquinolin-1-ylmethyl]carbamic acid tert-butyl ester (44 mg, 0.0853 mmol) in CH2Cl2 (1 mL) was added a 4.0 M HCl solution in dioxane (0.21 mL) at room temp. After the reaction mixture was stirred at room temperature for 21 h, the suspension was filtered. The yellow solid was further dried in vacuo to give (1-aminomethyl-6,7-dimethoxy-isoquinolin-4-yl)-(4-phenyl-thiazol-2-yl)amine hydrochloride salt (26.1 mg; 71%). 1H-NMR (D2O): δ, 8.82 (s, 1H), 7.09-... The reactants are C(CC)NN (n-Propyl hydrazine), C1(=CC=CC=C1)C=C1CS(CC(C1=O)=CC1=CC=CC=C1)=O (tetrahydro-3,5-bis-(phenylmethylene)-4H-thiopyran-4-one-1-oxide). Run in CO (methanol). The product is C1(=CC=CC=C1)C1C2C(=NN1CCC)C(CS(C2)=O)=CC2=CC=CC=C2 (2,3,3a,4,6,7-Hexahydro-3-phenyl-7-(phenylmethylene)-2-propylthiopyrano[4,3-c]pyrazole-5-oxide). The yield is 22.3%. As a reaction SMILES: [CH2:1]([NH:4][NH2:5])[CH2:2][CH3:3].[C:6]1([CH:12]=[C:13]2[C:18](=O)[C:17](=[CH:20][C:21]3[CH:26]=[CH:25][CH:24]=[CH:23][CH:22]=3)[CH2:16][S:15](=[O:27])[CH2:14]2)[CH:11]=[CH:10][CH:9]=[CH:8][CH:7]=1>CO>[C:6]1([CH:12]2[N:4]([CH2:1][CH2:2][CH3:3])[N:5]=[C:18]3[C:17](=[CH:20][C:21]4[CH:26]=[CH:25][CH:24]=[CH:23][CH:22]=4)[CH2:16][S:15](=[O:27])[CH2:14][CH:13]23)[CH:11]=[CH:10][CH:9]=[CH:8][CH:7]=1. Reported procedure: n-Propyl hydrazine (1.14g) is added to a suspension of 3.8g of tetrahydro-3,5-bis-(phenylmethylene)-4H-thiopyran-4-one-1-oxide in 75ml of methanol and the mixture is heated at reflux temperature for 2 hours. The crystals which form on cooling are collected to give 1.0g of the title compound, melting point 176°-177.5°C. The mother liquor is concentrated in vacuo and the residue is crystallized from acetonitrile/water (2:1) to yield an additional 0.6g of the title compound, melting point 176.5°-17... The reactants are [Br-], C[Mg+], CCOCC, Cl, Nc1ccc(Cl)cc1C(=O)c1ccccc1Cl. Product: CC(O)(c1cc(Cl)ccc1N)c1ccccc1Cl. RXN SMILES: [Br-:18].[CH3:19][Mg+:20].[CH3:22][CH2:23][O:24][CH2:25][CH3:26].[ClH:21].[NH2:1][c:2]1[c:3]([C:4](=[O:5])[c:6]2[c:7]([Cl:12])[cH:8][cH:9][cH:10][cH:11]2)[cH:13][c:14]([Cl:17])[cH:15][cH:16]1>>[NH2:1][c:2]1[c:3]([C:4]([OH:5])([c:6]2[c:7]([Cl:12])[cH:8][cH:9][cH:10][cH:11]2)[CH3:19])[cH:13][c:14]([Cl:17])[cH:15][cH:16]1.